Task: describe an organic reaction: reactants, conditions, products, and yield. Dataset: the Open Reaction Database (ORD), a public repository of structured organic reaction records Starting materials: N([C@@H](CCC(OC(C)(C)C)=O)C(=O)N[C@@H](C(C)C)C(=O)N[C@@H](C(C)C)C(=O)OC)C(=O)OCC1=CC=CC=C1 (Z-Glu(OBut)-Val-Val-OMe), Pd on-BaSO4, Cl (hydrochloric acid). Procedure: 13 g of Z-Glu(OBut)-Val-Val-OMe are suspended in about 150 ml of methanol. The suspension is subjected to catalytic hydrogenation at pH 4.5 after adding Pd-on-BaSO4 and 2 N methanolic hydrochloric acid. When the reaction is complete the catalyst is filtered off and the filtrate is concentrated. The residue crystallizes on being triturated with ether. Yield 9.55 g, melting point 192°, [α]D23 =-20.9° (c=1, in methanol). Yields the product N[C@@H](CCC(OC(C)(C)C)=O)C(=O)N[C@@H](C(C)C)C(=O)N[C@@H](C(C)C)C(=O)OC.Cl (H-Glu(OBut)-Val-Val-OMe.HCl). Solvent: CO (methanol). As a reaction SMILES: [NH:1](C(OCC1C=CC=CC=1)=O)[C@H:2]([C:12]([NH:14][C@H:15]([C:19]([NH:21][C@H:22]([C:26]([O:28][CH3:29])=[O:27])[CH:23]([CH3:25])[CH3:24])=[O:20])[CH:16]([CH3:18])[CH3:17])=[O:13])[CH2:3][CH2:4][C:5](=[O:11])[O:6][C:7]([CH3:10])([CH3:9])[CH3:8].[ClH:40]>CO>[NH2:1][C@H:2]([C:12]([NH:14][C@H:15]([C:19]([NH:21][C@H:22]([C:26]([O:28][CH3:29])=[O:27])[CH:23]([CH3:24])[CH3:25])=[O:20])[CH:16]([CH3:18])[CH3:17])=[O:13])[CH2:3][CH2:4][C:5](=[O:11])[O:6][C:7]([CH3:9])([CH3:8])[CH3:10].[ClH:40] |f:3.4|. The reactants are CC(=O)O[BH-](OC(C)=O)OC(C)=O, C=O, COc1ccc(Cn2nc(C3CCNCC3)c3c(Oc4ccc(NC(=O)c5ccnn(-c6ccc(F)cc6)c5=O)cc4F)ccnc32)cc1, ClCCl, [Na+]. Product: COc1ccc(Cn2nc(C3CCN(C)CC3)c3c(Oc4ccc(NC(=O)c5ccnn(-c6ccc(F)cc6)c5=O)cc4F)ccnc32)cc1. Reaction SMILES: [C:52]([O:53][BH-:54]([O:55][C:56](=[O:57])[CH3:58])[O:59][C:60](=[O:61])[CH3:62])(=[O:63])[CH3:64].[CH2:50]=[O:51].[CH3:1][O:2][c:3]1[cH:4][cH:5][c:6]([CH2:7][n:8]2[n:9][c:10]([CH:42]3[CH2:43][CH2:44][NH:45][CH2:46][CH2:47]3)[c:11]3[c:12]2[n:13][cH:14][cH:15][c:16]3[O:17][c:18]2[c:19]([F:41])[cH:20][c:21]([NH:24][C:25](=[O:26])[c:27]3[c:28](=[O:40])[n:29](-[c:33]4[cH:34][cH:35][c:36]([F:39])[cH:37][cH:38]4)[n:30][cH:31][cH:32]3)[cH:22][cH:23]2)[cH:48][cH:49]1.[Cl:66][CH2:67][Cl:68].[Na+:65]>>[CH3:1][O:2][c:3]1[cH:4][cH:5][c:6]([CH2:7][n:8]2[n:9][c:10]([CH:42]3[CH2:43][CH2:44][N:45]([CH3:52])[CH2:46][CH2:47]3)[c:11]3[c:12]2[n:13][cH:14][cH:15][c:16]3[O:17][c:18]2[c:19]([F:41])[cH:20][c:21]([NH:24][C:25](=[O:26])[c:27]3[c:28](=[O:40])[n:29](-[c:33]4[cH:34][cH:35][c:36]([F:39])[cH:37][cH:38]4)[n:30][cH:31][cH:32]3)[cH:22][cH:23]2)[cH:48][cH:49]1. Starting materials: CC(C)(C#N)c1ccc([N+](=O)[O-])cc1, CCOC(C)=O, [Cl-], [Na+], [Na+], O=C([O-])[O-], O, O. The product is CC(C)(C#N)c1ccc(N)cc1. Reaction SMILES: [CH3:1][C:2]([C:3]#[N:4])([CH3:5])[c:6]1[cH:7][cH:8][c:9]([N+:12]([O-:13])=[O:14])[cH:10][cH:11]1.[CH3:24][CH2:25][O:26][C:27](=[O:28])[CH3:29].[Cl-:17].[Na+:18].[Na+:19].[O-:20][C:21](=[O:22])[O-:23].[OH2:15].[OH2:16]>>[CH3:1][C:2]([C:3]#[N:4])([CH3:5])[c:6]1[cH:7][cH:8][c:9]([NH2:12])[cH:10][cH:11]1. Starting materials: O=C(NCCc1ccccc1)c1cccc(F)c1, N, O, O=P(O)(O)O. The product is Fc1cccc(C2=NCCc3ccccc32)c1. As a reaction SMILES: [F:6][c:7]1[cH:8][c:9]([C:10](=[O:11])[NH:12][CH2:13][CH2:14][c:15]2[cH:16][cH:17][cH:18][cH:19][cH:20]2)[cH:21][cH:22][cH:23]1.[NH3:24].[OH2:25].[P:1](=[O:2])([OH:3])([OH:4])[OH:5]>>[F:6][c:7]1[cH:8][c:9]([C:10]2=[N:12][CH2:13][CH2:14][c:15]3[cH:16][cH:17][cH:18][cH:19][c:20]32)[cH:21][cH:22][cH:23]1. Reactants: C(CCC)OC=1C(C(C1OCCCC)=O)=O (3,4-dibutoxy-3-cyclobutene-1,2-dione), ClC1=C(CN)C=CC(=C1)C#N (2-chloro-4-cyanobenzylamine). The solvent is O1CCCC1 (tetrahydrofuran). Product: C(CCC)OC1=C(C(C1=O)=O)NCC1=C(C=C(C#N)C=C1)Cl (4-[(2-Butoxy-3,4-dioxo-cyclobut-1-enylamino)-methyl]-3-chloro-benzonitrile). Yield: 76.1%. As a reaction SMILES: C(O[C:6]1[C:7](=[O:16])[C:8](=[O:15])[C:9]=1[O:10][CH2:11][CH2:12][CH2:13][CH3:14])CCC.[Cl:17][C:18]1[CH:25]=[C:24]([C:26]#[N:27])[CH:23]=[CH:22][C:19]=1[CH2:20][NH2:21]>O1CCCC1>[CH2:11]([O:10][C:9]1[C:8](=[O:15])[C:7](=[O:16])[C:6]=1[NH:21][CH2:20][C:19]1[CH:22]=[CH:23][C:24]([C:26]#[N:27])=[CH:25][C:18]=1[Cl:17])[CH2:12][CH2:13][CH3:14]. Reported procedure: A solution of 3,4-dibutoxy-3-cyclobutene-1,2-dione (2.263 g, 10 mmol) and 2-chloro-4-cyanobenzylamine (1.666 g, 10 mmol, Example 2, Step 3) in tetrahydrofuran (25 mL) was stirred at room temperature for 22 hours. The residue remaining after removal of solvent was dissolved in chloroform and was chromatographed (flash, ethyl acetate/hexane) on silica. The solid isolated from the appropriate fractions was recrystallized from ethyl acetate to provide 2.427 g of a white solid: mp 147.5°-149° C. MS (... The reactants are COC(CBr)=O (bromoacetic acid methylester), N1=CC=CC=C1 (pyridine). The solvent is CC(=O)C (acetone). Yields the product [Br-].C(=O)(OC)C[N+]1=CC=CC=C1 (Carbomethoxymethylpyridinium bromide). RXN SMILES: [CH3:1][O:2][C:3](=[O:6])[CH2:4][Br:5].[N:7]1[CH:12]=[CH:11][CH:10]=[CH:9][CH:8]=1>CC(C)=O>[Br-:5].[C:3]([CH2:4][N+:7]1[CH:12]=[CH:11][CH:10]=[CH:9][CH:8]=1)([O:2][CH3:1])=[O:6] |f:3.4|. Reported procedure: Carbomethoxymethylpyridinium bromide is synthesized by reacting bromoacetic acid methylester with dry pyridine in acetone at room temperature. The product precipitates out as a white crystalline solid during the reaction and can be used without further purification. Starting materials: C(=O)([O-])[O-].[K+].[K+] (K2CO3), C1(=CC=CC=C1)C#CC(=O)OCC (ethyl phenylpropiolate), ClC1=C(C(O)=CC=C1)O (chloropyrocatechol). Run in CC(=O)C (acetone). The product is C(C)OC(CC1(OC2=C(O1)C=CC(=C2)Cl)C2=CC=CC=C2)=O (Ethyl(2-phenyl-5-chloro-1,3-benzodioxol-2-yl)acetate). As a reaction SMILES: [C:1]([O-:4])([O-])=O.[K+].[K+].[C:7]1([C:13]#[C:14][C:15]([O:17][CH2:18][CH3:19])=[O:16])[CH:12]=[CH:11][CH:10]=[CH:9][CH:8]=1.[Cl:20][C:21]1[CH:27]=[CH:26]C=[C:23]([OH:24])[C:22]=1O>CC(C)=O>[CH2:18]([O:17][C:15](=[O:16])[CH2:14][C:13]1([C:7]2[CH:12]=[CH:11][CH:10]=[CH:9][CH:8]=2)[O:4][C:1]2[CH:26]=[CH:27][C:21]([Cl:20])=[CH:22][C:23]=2[O:24]1)[CH3:19] |f:0.1.2|. Procedure details: 78.5 g of anhydrous K2CO3 are added, in parts, to a solution of 40.5 g of ethyl phenylpropiolate and 43.5 g of chloropyrocatechol in 200 cc of anhydrous acetone. The mixture is heated for 15 h. It is subsequently filtered and the solvent eliminated at low pressure. The residue is treated as indicated in Example 2. The product has b.p. 150°-155°C/0.3 mm. Starting materials: O=C([O-])[O-], O=C1Nc2c(F)cccc2C1=O, FCCI, [K+], [K+], CN(C)C=O, O. Product: O=C1C(=O)N(CCF)c2c(F)cccc21. As a reaction SMILES: [C:17](=[O:18])([O-:19])[O-:20].[F:1][c:2]1[cH:3][cH:4][cH:5][c:6]2[c:10]1[NH:9][C:8](=[O:11])[C:7]2=[O:12].[I:13][CH2:14][CH2:15][F:16].[K+:21].[K+:22].[O:23]=[CH:24][N:25]([CH3:26])[CH3:27].[OH2:28]>>[F:1][c:2]1[cH:3][cH:4][cH:5][c:6]2[c:10]1[N:9]([CH2:14][CH2:15][F:16])[C:8](=[O:11])[C:7]2=[O:12].